Dataset: the Open Reaction Database (ORD), a public repository of structured organic reaction records. Task: describe an organic reaction: reactants, conditions, products, and yield The reactants are C(C)C1(C=NC(CC=CCCC=CC1)C1=CC=CC=C1)CC (3,3-diethyl-12-phenyl-1-aza-1,5,9-cyclododecatriene), Cl.NO (hydroxylamine hydrochloride). The solvent is O (water). Yields the product Cl (hydrochloric acid), C(C)C(C=NO)(CC=CCCC=CCC(N)C1=CC=CC=C1)CC (2,2-diethyl-11-phenyl-11-amino-undeca-4,8-dienal-oxime), C1(=CC=CC=C1)C(CCCCCCCCC(CN)(CC)CC)N (1-phenyl-10,10-diethyl-1,11-diaminoundecane). As a reaction SMILES: [CH2:1]([C:3]1([CH2:21][CH3:22])[CH2:14][CH:13]=[CH:12][CH2:11][CH2:10][CH:9]=[CH:8][CH2:7][CH:6]([C:15]2[CH:20]=[CH:19][CH:18]=[CH:17][CH:16]=2)[N:5]=[CH:4]1)[CH3:2].[ClH:23].[NH2:24][OH:25]>O>[ClH:23].[CH2:1]([C:3]([CH2:21][CH3:22])([CH2:14][CH:13]=[CH:12][CH2:11][CH2:10][CH:9]=[CH:8][CH2:7][CH:6]([C:15]1[CH:20]=[CH:19][CH:18]=[CH:17][CH:16]=1)[NH2:5])[CH:4]=[N:24][OH:25])[CH3:2].[C:15]1([CH:6]([NH2:5])[CH2:7][CH2:8][CH2:9][CH2:10][CH2:11][CH2:12][CH2:13][CH2:14][C:3]([CH2:21][CH3:22])([CH2:1][CH3:2])[CH2:4][NH2:24])[CH:20]=[CH:19][CH:18]=[CH:17][CH:16]=1 |f:1.2|. Procedure details: Reaction of 3,3-diethyl-12-phenyl-1-aza-1,5,9-cyclododecatriene with hydroxylamine hydrochloride, in the presence of hydrochloric acid and water, to 2,2-diethyl-11-phenyl-11-amino-undeca-4,8-dienal-oxime, and hydrogenation of this to yield 1-phenyl-10,10-diethyl-1,11-diaminoundecane; b.p. 146° C./2 Pa; nD20 =1.5090.